This data is from the Open Reaction Database (ORD), a public repository of structured organic reaction records. The task is: describe an organic reaction: reactants, conditions, products, and yield The reactants are BrC1=C2C=CC(=NC2=CC=C1)Cl (5-bromo-2-chloroquinoline), CC1=CC=C(O1)CN (5-methyl-2-furanmethanamine), C(C=C)N (allylamine). The product is C(C=C)NC=1C=2C=CC(=NC2C=CC1)NCC=1OC(=CC1)C (N5-Allyl-N2-(5-methyl-furan-2-ylmethyl)-quinoline-2,5-diamine). As a reaction SMILES: Br[C:2]1[CH:11]=[CH:10][CH:9]=[C:8]2[C:3]=1[CH:4]=[CH:5][C:6](Cl)=[N:7]2.[CH3:13][C:14]1[O:18][C:17]([CH2:19][NH2:20])=[CH:16][CH:15]=1.[CH2:21]([NH2:24])[CH:22]=[CH2:23]>>[CH2:21]([NH:24][C:2]1[C:3]2[CH:4]=[CH:5][C:6]([NH:20][CH2:19][C:17]3[O:18][C:14]([CH3:13])=[CH:15][CH:16]=3)=[N:7][C:8]=2[CH:9]=[CH:10][CH:11]=1)[CH:22]=[CH2:23]. Reported procedure: The title compound, MS: m/e=294.4 (M+H+), was prepared in accordance with the general method of example 3 from 5-bromo-2-chloroquinoline, 5-methyl-2-furanmethanamine and allylamine. Starting materials: [H-].[H-].[H-].[H-].[Li+].[Al+3] (LiAlH4), C(C1=CC=CC=C1)OC=1C=C(C(=O)OC)C=C(C1)C(CNC(C)C)O (methyl 3-benzyloxy-5-[2(isopropylamino)-1-hydroxyethyl]-benzoate), resultant mixture, [H-].[H-].[H-].[H-].[Li+].[Al+3] (LiAlH4), O (H2O). Solvent: CCOCC (Et2O). The product is C(C1=CC=CC=C1)OC=1C=C(C=C(C1)C(O)CNC(C)C)CO (5-Benzyloxy-α -[(isopropylamino)methyl]-m-xylene-α, α'-diol). Reaction SMILES: [H-].[H-].[H-].[H-].[Li+].[Al+3].[CH2:7]([O:14][C:15]1[CH:16]=[C:17]([CH:22]=[C:23]([CH:25]([OH:31])[CH2:26][NH:27][CH:28]([CH3:30])[CH3:29])[CH:24]=1)[C:18](OC)=[O:19])[C:8]1[CH:13]=[CH:12][CH:11]=[CH:10][CH:9]=1.O>CCOCC>[CH2:7]([O:14][C:15]1[CH:16]=[C:17]([CH2:18][OH:19])[CH:22]=[C:23]([CH:25]([CH2:26][NH:27][CH:28]([CH3:29])[CH3:30])[OH:31])[CH:24]=1)[C:8]1[CH:13]=[CH:12][CH:11]=[CH:10][CH:9]=1 |f:0.1.2.3.4.5|. Procedure details: To a suspension of LiAlH4 (4.57 g, 120 moles) in anhydrous Et2O (0.5 l.) was added an ethereal solution (0.5 l.) of the methyl 3-benzyloxy-5-[2(isopropylamino)-1-hydroxyethyl]-benzoate (17.5 g, 50.9 mmoles) slowly at room temperature. The resultant mixture was heated at reflux for 4 hrs. The LiAlH4 and complex was hydrolyzed by the slow addition of 40 ml of H2O. The granular precipitate which formed was removed by filtration and an oily product was obtained from the ether filtrate after evaporat... Reactants: O=[N+]([O-])c1cnccc1Cl, [K+], [K+], O=C([O-])[O-], CN(C)C=O, O, Oc1ccccc1. Yields the product O=[N+]([O-])c1cnccc1Oc1ccccc1. Reaction SMILES: [Cl:14][c:15]1[c:16]([N+:21](=[O:22])[O-:23])[cH:17][n:18][cH:19][cH:20]1.[K+:8].[K+:9].[O-:10][C:11]([O-:12])=[O:13].[O:25]=[CH:26][N:27]([CH3:28])[CH3:29].[OH2:24].[OH:1][c:2]1[cH:3][cH:4][cH:5][cH:6][cH:7]1>>[O:1]([c:2]1[cH:3][cH:4][cH:5][cH:6][cH:7]1)[c:15]1[c:16]([N+:21](=[O:22])[O-:23])[cH:17][n:18][cH:19][cH:20]1. Yields the product COC=1C=C(C=CC1)C(CC(=O)N)CC(=O)N (3-(3-methoxyphenyl)glutaramide). Solvent: CC(=O)C (acetone). Reaction SMILES: [CH3:1][O:2][C:3]1[CH:4]=[C:5]([CH:9]([CH2:13][C:14]#[N:15])[CH2:10][C:11]#[N:12])[CH:6]=[CH:7][CH:8]=1.[OH2:16].[OH:17]O.C(=O)([O-])[O-].[Na+].[Na+]>CC(C)=O>[CH3:1][O:2][C:3]1[CH:4]=[C:5]([CH:9]([CH2:10][C:11]([NH2:12])=[O:17])[CH2:13][C:14]([NH2:15])=[O:16])[CH:6]=[CH:7][CH:8]=1 |f:3.4.5|. Reported procedure: A sample of 18.7 g of 3-(3-methoxyphenyl)glutaronitrile prepared according to Preparation A, Part 3, is dissolved in 250 ml of acetone. This solution is stirred in an ice-bath and added are 125 ml of water, 40 ml of 30% hydrogen peroxide and 25 ml of 10% sodium carbonate. The mixture is allowed to stand at room temperature over night and is then concentrated to a volume of about 125 ml. The residue is cooled and the resulting crystalline precipitate is collected, washed with water and dried unde... Reactants: COC=1C=C(C=CC1)C(CC#N)CC#N (3-(3-methoxyphenyl)glutaronitrile), C([O-])([O-])=O.[Na+].[Na+] (sodium carbonate), O (water), OO (hydrogen peroxide). Starting materials: Cc1c(Cl)cccc1S(=O)(=O)Cl, ClCCl, Nc1cc(Cl)c(CC2CCN(C3CCCCC3)C2=O)c(Cl)c1, c1ccncc1. The product is Cc1c(Cl)cccc1S(=O)(=O)Nc1cc(Cl)c(CC2CCN(C3CCCCC3)C2=O)c(Cl)c1. As a reaction SMILES: [Cl:1][c:2]1[c:3]([CH3:12])[c:4]([S:8](=[O:9])(=[O:10])[Cl:11])[cH:5][cH:6][cH:7]1.[Cl:41][CH2:42][Cl:43].[NH2:19][c:20]1[cH:21][c:22]([Cl:40])[c:23]([CH2:24][CH:25]2[C:26](=[O:36])[N:27]([CH:30]3[CH2:31][CH2:32][CH2:33][CH2:34][CH2:35]3)[CH2:28][CH2:29]2)[c:37]([Cl:39])[cH:38]1.[cH:13]1[cH:14][cH:15][n:16][cH:17][cH:18]1>>[Cl:1][c:2]1[c:3]([CH3:12])[c:4]([S:8](=[O:9])(=[O:10])[NH:19][c:20]2[cH:21][c:22]([Cl:40])[c:23]([CH2:24][CH:25]3[C:26](=[O:36])[N:27]([CH:30]4[CH2:31][CH2:32][CH2:33][CH2:34][CH2:35]4)[CH2:28][CH2:29]3)[c:37]([Cl:39])[cH:38]2)[cH:5][cH:6][cH:7]1. Reactants: CC1(OCCO1)C1=CC=C(O1)CN1N=CC(=N1)N (2-[5-(2-methyl-[1,3]dioxolan-2-yl)-furan-2-ylmethyl]-2H-[1,2,3]triazol-4-ylamine), C(C)(C)(C)OC(=O)CCC=1OC(=C(N1)C(=O)O)C1=CC=CC=C1 (2-(2-tert-butoxycarbonyl-ethyl)-5-phenyl-oxazole-4-carboxylic acid). Procedure details: Following general procedure A followed by B, starting from 2-[5-(2-methyl-[1,3]dioxolan-2-yl)-furan-2-ylmethyl]-2H-[1,2,3]triazol-4-ylamine and 2-(2-tert-butoxycarbonyl-ethyl)-5-phenyl-oxazole-4-carboxylic acid. RXN SMILES: [CH3:1][C:2]1([C:7]2[O:11][C:10]([CH2:12][N:13]3[N:17]=[C:16]([NH2:18])[CH:15]=[N:14]3)=[CH:9][CH:8]=2)[O:6]CCO1.[C:19]([O:23][C:24]([CH2:26][CH2:27][C:28]1[O:29][C:30]([C:36]2[CH:41]=[CH:40][CH:39]=[CH:38][CH:37]=2)=[C:31]([C:33](O)=[O:34])[N:32]=1)=[O:25])([CH3:22])([CH3:21])[CH3:20]>>[C:19]([O:23][C:24](=[O:25])[CH2:26][CH2:27][C:28]1[O:29][C:30]([C:36]2[CH:37]=[CH:38][CH:39]=[CH:40][CH:41]=2)=[C:31]([C:33](=[O:34])[NH:18][C:16]2[CH:15]=[N:14][N:13]([CH2:12][C:10]3[O:11][C:7]([C:2](=[O:6])[CH3:1])=[CH:8][CH:9]=3)[N:17]=2)[N:32]=1)([CH3:22])([CH3:20])[CH3:21]. Product: C(C)(C)(C)OC(CCC=1OC(=C(N1)C(NC1=NN(N=C1)CC=1OC(=CC1)C(C)=O)=O)C1=CC=CC=C1)=O (3-{4-[2-(5-Acetyl-furan-2-ylmethyl)-2H-[1,2,3]triazol-4-ylcarbamoyl]-5-phenyl-oxazol-2-yl}-propionic acid tert-butyl ester). Reported procedure: 7-[2-(2-formamidothiazol-4-yl)-2cyclopentyloxyiminoacetamido]-3-cephem-4-carboxylic acid (syn isomer, 1.7 g.) in methanol (17 ml.) and tetrahydrofuran (5 ml.), and conc. hydrochloric acid (1.5 g.) were treated in a similar manner to that of Example 15-(3) to give 7-[2-(2-aminothiazol-4-yl)-2cyclopentyloxyiminoacetamido]-3cephem-4-carboxylic acid (syn isomer, 1.3 g.). The reactants are C(=O)NC=1SC=C(N1)C(C(=O)NC1[C@@H]2N(C(=CCS2)C(=O)O)C1=O)=NOC1CCCC1 (7-[2-(2-formamidothiazol-4-yl)-2cyclopentyloxyiminoacetamido]-3-cephem-4-carboxylic acid), Cl (hydrochloric acid). Yield: 81.4%. Solvent: CO (methanol), O1CCCC1 (tetrahydrofuran). The product is NC=1SC=C(N1)C(C(=O)NC1[C@@H]2N(C(=CCS2)C(=O)O)C1=O)=NOC1CCCC1 (7-[2-(2-aminothiazol-4-yl)-2cyclopentyloxyiminoacetamido]-3cephem-4-carboxylic acid). Reaction SMILES: C([NH:3][C:4]1[S:5][CH:6]=[C:7]([C:9](=[N:25][O:26][CH:27]2[CH2:31][CH2:30][CH2:29][CH2:28]2)[C:10]([NH:12][CH:13]2[C:23](=[O:24])[N:15]3[C:16]([C:20]([OH:22])=[O:21])=[CH:17][CH2:18][S:19][C@H:14]23)=[O:11])[N:8]=1)=O.Cl>CO.O1CCCC1>[NH2:3][C:4]1[S:5][CH:6]=[C:7]([C:9](=[N:25][O:26][CH:27]2[CH2:31][CH2:30][CH2:29][CH2:28]2)[C:10]([NH:12][CH:13]2[C:23](=[O:24])[N:15]3[C:16]([C:20]([OH:22])=[O:21])=[CH:17][CH2:18][S:19][C@H:14]23)=[O:11])[N:8]=1. Reactants: C(C1=CC=CC=C1)OC(C[C@H](NC(=O)[C@H]1CN(CCC1)C(CCC1CCN(CC1)C(=O)OC(C)(C)C)=O)C(=O)NCCC1=CC=C(C=C1)OC)=O (N-[(R)-1-{3-(1-tert-butoxycarbonyl-4-piperidyl)propionyl}-3-piperidylcarbonyl]-3(S)-(4-methoxyphenethylamino)carbonyl-β-alanine benzyl ester). The reagents and catalysts are [Pd] (Pd—C). Run in C(C)(=O)O (acetic acid). Conditions: time 3 hour. Yields the product COC1=CC=C(CCNC(=O)[C@@H](N)CC(=O)O)C=C1 (3(S)-(4-methoxyphenethylamino)carbonyl-β-alanine). Isolated yield 233.0%. Reaction SMILES: C([O:8][C:9](=[O:51])[CH2:10][C@@H:11]([C:38]([NH:40][CH2:41][CH2:42][C:43]1[CH:48]=[CH:47][C:46]([O:49][CH3:50])=[CH:45][CH:44]=1)=[O:39])[NH:12]C([C@@H]1CCCN(C(=O)CCC2CCN(C(OC(C)(C)C)=O)CC2)C1)=O)C1C=CC=CC=1>C(O)(=O)C.[Pd]>[CH3:50][O:49][C:46]1[CH:45]=[CH:44][C:43]([CH2:42][CH2:41][NH:40][C:38]([C@H:11]([CH2:10][C:9]([OH:51])=[O:8])[NH2:12])=[O:39])=[CH:48][CH:47]=1. Procedure details: A mixture of N-[(R)-1-{3-(1-tert-butoxycarbonyl-4-piperidyl)propionyl}-3-piperidylcarbonyl]-3(S)-(4-methoxyphenethylamino)carbonyl-β-alanine benzyl ester (0.9 g) and 10% Pd—C (0.2 g, 50% wet) in acetic acid (10 ml) was hydrogenated at atmospheric pressure for 3 hours. After the catalyst was removed by filtration, the filtrate was concentrated in vacuo. The residue was poured into water and extract with ethyl acetate. The extract washed with water, brine and dried over MgSO4, and evaporated in va...